This data is from the Open Reaction Database (ORD), a public repository of structured organic reaction records. The task is: describe an organic reaction: reactants, conditions, products, and yield Starting materials: Cl.COC([C@@H](N)C)=O (L-alanine methyl ester hydrochloride), solid, FC=1C=C(C=C(C1)F)NC(C)C(=O)O (N-(3,5-difluorophenyl)-D,L-alanine). Product: COC([C@@H](NC(C(NC1=CC(=CC(=C1)F)F)C)=O)C)=O (N-[N-(3,5-difluorophenyl)-D,L-alanyl]-L-alanine methyl ester). RXN SMILES: Cl.[CH3:2][O:3][C:4](=[O:8])[C@H:5]([CH3:7])[NH2:6].[F:9][C:10]1[CH:11]=[C:12]([NH:17][CH:18]([C:20](O)=[O:21])[CH3:19])[CH:13]=[C:14]([F:16])[CH:15]=1>>[CH3:2][O:3][C:4](=[O:8])[C@H:5]([CH3:7])[NH:6][C:20](=[O:21])[CH:18]([CH3:19])[NH:17][C:12]1[CH:13]=[C:14]([F:16])[CH:15]=[C:10]([F:9])[CH:11]=1 |f:0.1|. Procedure details: Following General Procedure E and using L-alanine methyl ester hydrochloride (Sigma) and N-(3,5-difluorophenyl)-D,L-alanine (from Example C above), the title compound was prepared as a solid (mp=93-95° C.). The reaction was monitored by tlc (Rf=0.4 in 3% methanol/methylene chloride) and purification of this compound was by flash chromatography with 3% methanol/methylene chloride. Reactants: C(C1=CC=CC=C1)(C1=CC=CC=C1)S(=O)CC(=O)O ((±)-benzhydrylsulfinylacetic acid), CC(C1=CC=CC=C1)N ((-)-α-methylbenzylamine). Yields the product C(C1=CC=CC=C1)(C1=CC=CC=C1)S(=O)CC(=O)[O-] ((-)-benzhydrylsulfinylacetate), CC(C1=CC=CC=C1)N ((-)-α-methylbenzylamine). Reaction SMILES: [CH:1]([S:14]([CH2:16][C:17]([OH:19])=[O:18])=[O:15])([C:8]1[CH:13]=[CH:12][CH:11]=[CH:10][CH:9]=1)[C:2]1[CH:7]=[CH:6][CH:5]=[CH:4][CH:3]=1.[CH3:20][CH:21]([NH2:28])[C:22]1[CH:27]=[CH:26][CH:25]=[CH:24][CH:23]=1>>[CH:1]([S:14]([CH2:16][C:17]([O-:19])=[O:18])=[O:15])([C:8]1[CH:13]=[CH:12][CH:11]=[CH:10][CH:9]=1)[C:2]1[CH:3]=[CH:4][CH:5]=[CH:6][CH:7]=1.[CH3:20][CH:21]([NH2:28])[C:22]1[CH:27]=[CH:26][CH:25]=[CH:24][CH:23]=1. Procedure details: (1°) reacting (±)-benzhydrylsulfinylacetic acid with (-)-α-methylbenzylamine to give the (-)-benzhydrylsulfinylacetate of (-)-α-methylbenzylamine (the reaction advantageously being carried out in the presence of a small excess of amine relative to the stoichiometric conditions, and more particularly with a molar ratio amine/acid of between 1.02/1 and 1/15/1 and preferably of between 1.05/1 and 1.10/1), Reactants: solution, C(C1=CC=CC=C1)(=O)OOC(C1=CC=CC=C1)=O (Benzoyl peroxide), CC=1C=CC(=C(C1)CC(=O)O)C(F)(F)F (2-(5-methyl-2-(trifluoromethyl)phenyl)acetic acid), BrN1C(CCC1=O)=O (N-bromosuccinimide). Solvent: C1CCOC1 (THF), ice water, ClC1=CC=CC=C1 (chlorobenzene), O1CCCC1 (tetrahydrofuran), C(C)(=O)OCC (ethyl acetate). Conditions: temperature 100 celsius, time 8 hour. Yields the product BrCC=1C=CC(=C(C1)CCO)C(F)(F)F (2-(5-(Bromomethyl)-2-(trifluoromethyl)phenyl)ethanol). Reaction SMILES: C(OOC(=O)C1C=CC=CC=1)(=O)C1C=CC=CC=1.[CH3:19][C:20]1[CH:21]=[CH:22][C:23]([C:30]([F:33])([F:32])[F:31])=[C:24]([CH2:26][C:27](O)=[O:28])[CH:25]=1.[Br:34]N1C(=O)CCC1=O>ClC1C=CC=CC=1.C(OCC)(=O)C.O1CCCC1>[Br:34][CH2:19][C:20]1[CH:21]=[CH:22][C:23]([C:30]([F:33])([F:32])[F:31])=[C:24]([CH2:26][CH2:27][OH:28])[CH:25]=1. Reported procedure: Benzoyl peroxide (0.085 g) was added to a suspension of 2-(5-methyl-2-(trifluoromethyl)phenyl)acetic acid (1.12 g) and N-bromosuccinimide (1.101 g) in chlorobenzene (18 mL), and the resulting mixture was heated at 100° C. under nitrogen for 80 minutes, then allowed to cool. The resulting mixture was diluted with ethyl acetate, washed three times with water, once with brine, then dried (MgSO4), filtered and concentrated in vacuo to give a yellow oil. The oil was dissolved in tetrahydrofuran (11 m... The reactants are COc1ccc(Br)c(Cl)c1, [Li]CCCC, C1CCOC1, CCCCCC, CC=O, O. Product: COc1ccc(C(C)O)c(Cl)c1. As a reaction SMILES: [Br:6][c:7]1[c:8]([Cl:15])[cH:9][c:10]([O:13][CH3:14])[cH:11][cH:12]1.[CH2:1]([Li:2])[CH2:3][CH2:4][CH3:5].[CH2:26]1[O:27][CH2:28][CH2:29][CH2:30]1.[CH3:20][CH2:21][CH2:22][CH2:23][CH2:24][CH3:25].[CH:16]([CH3:17])=[O:18].[OH2:19]>>[c:7]1([CH:16]([CH3:17])[OH:18])[c:8]([Cl:15])[cH:9][c:10]([O:13][CH3:14])[cH:11][cH:12]1.